Task: describe an organic reaction: reactants, conditions, products, and yield. Dataset: the Open Reaction Database (ORD), a public repository of structured organic reaction records The reactants are ClC1=C(C(=CC(=C1)C(=C)C(F)(F)F)C(F)(F)F)Cl (1,2-dichloro-3-(trifluoromethyl)-5-[1-(trifluoromethyl)ethenyl]benzene), C([O-])(O)=O.[K+] (potassium bicarbonate), ClN1C(CCC1=O)=O (N-chlorosuccinimide), ON=CC1=CC=C(C2=CC=CC=C12)CNC(C)=O (N-({4-[(hydroxyimino)methyl]naphthalen-1-yl}methyl)acetamide). Solvent: CN(C=O)C (N,N-dimethylformamide), O (Water). Conditions: time 2 hour. Product: ClC=1C=C(C=C(C1Cl)C(F)(F)F)C1(CC(=NO1)C1=CC=C(C2=CC=CC=C12)CNC(C)=O)C(F)(F)F (N-[(4-{5-[3,4-dichloro-5-(trifluoromethyl)phenyl]-5-(trifluoromethyl)-4,5-dihydroisoxazol-3-yl}naphthalen-1-yl)methyl]acetamide). Isolated yield 44.1%. RXN SMILES: ClN1C(=O)CCC1=O.[OH:9][N:10]=[CH:11][C:12]1[C:21]2[C:16](=[CH:17][CH:18]=[CH:19][CH:20]=2)[C:15]([CH2:22][NH:23][C:24](=[O:26])[CH3:25])=[CH:14][CH:13]=1.[Cl:27][C:28]1[CH:33]=[C:32]([C:34]([C:36]([F:39])([F:38])[F:37])=[CH2:35])[CH:31]=[C:30]([C:40]([F:43])([F:42])[F:41])[C:29]=1[Cl:44].C(=O)(O)[O-].[K+]>CN(C)C=O.O>[Cl:27][C:28]1[CH:33]=[C:32]([C:34]2([C:36]([F:39])([F:37])[F:38])[O:9][N:10]=[C:11]([C:12]3[C:21]4[C:16](=[CH:17][CH:18]=[CH:19][CH:20]=4)[C:15]([CH2:22][NH:23][C:24](=[O:26])[CH3:25])=[CH:14][CH:13]=3)[CH2:35]2)[CH:31]=[C:30]([C:40]([F:41])([F:42])[F:43])[C:29]=1[Cl:44] |f:3.4|. Procedure: N-chlorosuccinimide (0.06 g) was added to N-({4-[(hydroxyimino)methyl]naphthalen-1-yl}methyl)acetamide (0.1 g) in N,N-dimethylformamide (10 ml), and the reaction mixture was stirred at room temperature for 2 hours. 1,2-dichloro-3-(trifluoromethyl)-5-[1-(trifluoromethyl)ethenyl]benzene (0.75 g) and potassium bicarbonate (0.13 g) was added to the reaction mixture, and the mixture was stirred at room temperature for 8 hours. Water was poured into the reaction mixture, and it was extracted with ethy... Starting materials: ClC1=C(C=C(CNC(=O)C2CC2)C=C1)N1N=C(NC1=O)C1=C(C=C(C=C1)I)F (N-(4-chloro-3-(3-(2-fluoro-4-iodophenyl)-5-oxo-4,5-dihydro-1H-1,2,4-triazol-1-yl)benzyl)cyclopropanecarboxamide), ClC1=CC(=C(C=C1)C#C)F (4-chloro-1-ethynyl-2-fluorobenzene), CCCC[N+](CCCC)(CCCC)CCCC.[F-] (TBAF). The reagents and catalysts are Cl[Pd]([P](C1=CC=CC=C1)(C2=CC=CC=C2)C3=CC=CC=C3)([P](C4=CC=CC=C4)(C5=CC=CC=C5)C6=CC=CC=C6)Cl (bis(triphenylphosphine)palladium(II) chloride). Solvent: CS(=O)C (DMSO). Product: ClC1=C(C=C(CNC(=O)C2CC2)C=C1)N1N=C(NC1=O)C1=C(C=C(C=C1)C#CC1=C(C=C(C=C1)Cl)F)F (N-(4-Chloro-3-(3-(4-((4-chloro-2-fluorophenyl)ethynyl)-2-fluorophenyl)-5-oxo-4,5-dihydro-1H-1,2,4-triazol-1-yl)benzyl)cyclopropanecarboxamide). Yield: 47.8%. RXN SMILES: [Cl:1][C:2]1[CH:14]=[CH:13][C:5]([CH2:6][NH:7][C:8]([CH:10]2[CH2:12][CH2:11]2)=[O:9])=[CH:4][C:3]=1[N:15]1[C:19](=[O:20])[NH:18][C:17]([C:21]2[CH:26]=[CH:25][C:24](I)=[CH:23][C:22]=2[F:28])=[N:16]1.[Cl:29][C:30]1[CH:35]=[CH:34][C:33]([C:36]#[CH:37])=[C:32]([F:38])[CH:31]=1.CCCC[N+](CCCC)(CCCC)CCCC.[F-]>Cl[Pd](Cl)([P](C1C=CC=CC=1)(C1C=CC=CC=1)C1C=CC=CC=1)[P](C1C=CC=CC=1)(C1C=CC=CC=1)C1C=CC=CC=1.CS(C)=O>[Cl:1][C:2]1[CH:14]=[CH:13][C:5]([CH2:6][NH:7][C:8]([CH:10]2[CH2:12][CH2:11]2)=[O:9])=[CH:4][C:3]=1[N:15]1[C:19](=[O:20])[NH:18][C:17]([C:21]2[CH:26]=[CH:25][C:24]([C:37]#[C:36][C:33]3[CH:34]=[CH:35][C:30]([Cl:29])=[CH:31][C:32]=3[F:38])=[CH:23][C:22]=2[F:28])=[N:16]1 |f:2.3,^1:59,78|. Procedure: The title compound was prepared according to the procedure described in Example-3 using N-(4-chloro-3-(3-(2-fluoro-4-iodophenyl)-5-oxo-4,5-dihydro-1H-1,2,4-triazol-1-yl)benzyl)cyclopropanecarboxamide (Intermediate-48, 0.050 g, 0.097 mmol), 4-chloro-1-ethynyl-2-fluorobenzene (Intermediate-49, 0.022 g, 0.14 mmol), TBAF (0.061 g, 0.19 mmol), bis(triphenylphosphine)palladium(II) chloride (catalytic) and DMSO (1.0 mL) at 80° C. to afford 0.025 g of the desired product. 1H NMR (300 MHz, DMSO d6): δ 0.... Reactants: ClCc1ccc(Cl)cc1, [Na+], [Na+], O=C([O-])[O-], O, O=C(O)c1ccc(O)c(=O)[nH]1. Product: [Na+], O=C([O-])c1ccc(OCc2ccc(Cl)cc2)c(=O)[nH]1. RXN SMILES: [Cl:18][c:19]1[cH:20][cH:21][c:22]([CH2:23][Cl:24])[cH:25][cH:26]1.[Na+:12].[Na+:13].[O-:14][C:15](=[O:16])[O-:17].[OH2:27].[OH:1][c:2]1[c:3](=[O:11])[nH:4][c:5]([C:8](=[O:9])[OH:10])[cH:6][cH:7]1>>[Na+:12].[O:1]([c:2]1[c:3](=[O:11])[nH:4][c:5]([C:8](=[O:9])[O-:10])[cH:6][cH:7]1)[CH2:23][c:22]1[cH:21][cH:20][c:19]([Cl:18])[cH:26][cH:25]1. The reactants are C(Cl)Cl (DCM), C(C)(=O)OC(C)=O (acetic anhydride), COC1=CC(=C(C(=C1)C)S(=O)(=O)N(CC=1OC(=NN1)C(=O)N1CCNCC1)C)C (4-Methoxy-N,2,6-trimethyl-N-{[5-(piperazin-1-ylcarbonyl)-1,3,4-oxadiazol-2-yl]methyl}benzenesulfonamide), C(=O)C1CCN(CC1)C(=O)OC(C)(C)C (tert-butyl 4-formylpiperidine-1-carboxylate). Run in ClCCCl (DCE), CO (MeOH). Run at time 30 minute. The product is COC1=CC(=C(C(=C1)C)S(=O)(=O)N(C)CC1=NN=C(O1)C(=O)N1CCN(CC1)CC1CCN(CC1)C(=O)OC(C)(C)C)C (tert-Butyl 4-[(4-{[5-({[(4-methoxy-2,6-dimethylphenyl)sulfonyl](methyl)amino}methyl)-1,3,4-oxadiazol-2-yl]carbonyl}piperazin-1-yl)methyl]piperidine-1-carboxylate). Reaction SMILES: [CH3:1][O:2][C:3]1[CH:8]=[C:7]([CH3:9])[C:6]([S:10]([N:13]([CH3:28])[CH2:14][C:15]2[O:16][C:17]([C:20]([N:22]3[CH2:27][CH2:26][NH:25][CH2:24][CH2:23]3)=[O:21])=[N:18][N:19]=2)(=[O:12])=[O:11])=[C:5]([CH3:29])[CH:4]=1.[CH:30]([CH:32]1[CH2:37][CH2:36][N:35]([C:38]([O:40][C:41]([CH3:44])([CH3:43])[CH3:42])=[O:39])[CH2:34][CH2:33]1)=O.C(Cl)Cl.C(OC(=O)C)(=O)C>ClCCCl.CO>[CH3:1][O:2][C:3]1[CH:8]=[C:7]([CH3:9])[C:6]([S:10]([N:13]([CH2:14][C:15]2[O:16][C:17]([C:20]([N:22]3[CH2:23][CH2:24][N:25]([CH2:30][CH:32]4[CH2:37][CH2:36][N:35]([C:38]([O:40][C:41]([CH3:42])([CH3:44])[CH3:43])=[O:39])[CH2:34][CH2:33]4)[CH2:26][CH2:27]3)=[O:21])=[N:18][N:19]=2)[CH3:28])(=[O:11])=[O:12])=[C:5]([CH3:29])[CH:4]=1. Procedure details: 4-Methoxy-N,2,6-trimethyl-N-{[5-(piperazin-1-ylcarbonyl)-1,3,4-oxadiazol-2-yl]methyl}benzenesulfonamide (0.2 g, 0.44 mmol) and tert-butyl 4-formylpiperidine-1-carboxylate (0.14 g, 0.66 mmol) were dissolved in DCE (4 mL) and a few 4 Å molecular sieves added. The reaction was stirred for 30 min at ambient temperature prior to addition of STAB (0.28 g, 1.3 mmol). The reaction was stirred for 18 h, diluted with MeOH (0.5 mL) and concentrated in vacuo. The residue was redissolved in DCM (5 mL) and fi...